From a dataset of the Open Reaction Database (ORD), a public repository of structured organic reaction records. describe an organic reaction: reactants, conditions, products, and yield Yields the product CCOC(=O)c1cc(I)cnc1CBr. As a reaction SMILES: [Br:14][N:15]1[C:16](=[O:17])[CH2:18][CH2:19][C:20]1=[O:21].[C:22]([O:23][O:24][C:25](=[O:26])[c:27]1[cH:28][cH:29][cH:30][cH:31][cH:32]1)(=[O:33])[c:34]1[cH:35][cH:36][cH:37][cH:38][cH:39]1.[Cl:40][C:41]([Cl:42])([Cl:43])[Cl:44].[I:1][c:2]1[cH:3][n:4][c:5]([CH3:13])[c:6]([C:7](=[O:8])[O:9][CH2:10][CH3:11])[cH:12]1>>[I:1][c:2]1[cH:3][n:4][c:5]([CH2:13][Br:14])[c:6]([C:7](=[O:8])[O:9][CH2:10][CH3:11])[cH:12]1. The reactants are O=C1CCC(=O)N1Br, O=C(OOC(=O)c1ccccc1)c1ccccc1, ClC(Cl)(Cl)Cl, CCOC(=O)c1cc(I)cnc1C. Reaction SMILES: [CH2:16]([Al+:17][CH2:18][CH:19]([CH3:20])[CH3:21])[CH:22]([CH3:23])[CH3:24].[CH3:25][CH2:26][O:27][C:28](=[O:29])[CH3:30].[CH3:39][CH2:40][CH2:41][CH2:42][CH2:43][CH3:44].[F:1][C:2]([C:3](=[O:4])[O:5][CH2:6][CH3:7])=[C:8]([CH:9]([O:10][CH3:11])[O:12][CH3:13])[CH3:14].[H-:15].[Na+:31].[Na+:32].[O-:33][S:34](=[O:35])(=[O:36])[O-:37].[OH2:38]>>[F:1][C:2]([CH:3]=[O:4])=[C:8]([CH:9]([O:10][CH3:11])[O:12][CH3:13])[CH3:14]. The reactants are CC(C)C[Al+]CC(C)C, CCOC(C)=O, CCCCCC, CCOC(=O)C(F)=C(C)C(OC)OC, [H-], [Na+], [Na+], O=S(=O)([O-])[O-], O. Yields the product COC(OC)C(C)=C(F)C=O. Reactants: CS(=O)(=O)Cl (methanesulfonyl chloride), ON=C([C@@H]1OC2(OC1)CCCCC2)Cl ((R)-N-hydroxy-1,4-dioxaspiro[4.5]decane-2-carbimidoyl chloride), C(C)N(C(C)C)C(C)C (N-ethyl-N-isopropylpropan-2-amine). Run in C1CCOC1 (THF). Run at temperature 3 celsius, time 30 minute. The product is O1C(COC12CCCCC2)C(=N)Cl (1,4-dioxaspiro[4.5]decane-2-carbimidoyl chloride). The yield is 73.9%. As a reaction SMILES: O[N:2]=[C:3]([Cl:14])[C@H:4]1[CH2:8][O:7][C:6]2([CH2:13][CH2:12][CH2:11][CH2:10][CH2:9]2)[O:5]1.CS(Cl)(=O)=O.C(N(C(C)C)C(C)C)C>C1COCC1>[O:5]1[C:6]2([CH2:13][CH2:12][CH2:11][CH2:10][CH2:9]2)[O:7][CH2:8][CH:4]1[C:3]([Cl:14])=[NH:2]. Procedure details: In a 4 neck 5 L flask was added (R)-N-hydroxy-1,4-dioxaspiro[4.5]decane-2-carbimidoyl chloride (158 g, 719 mmol) in 2.5 L of THF. The material was cooled to 3° C. and methanesulfonyl chloride (56.1 ml, 719 mmol) added in 10 mL portions over 10 minutes. N-ethyl-N-isopropylpropan-2-amine (126 ml, 719 mmol) was added through an addition funnel over 12 minutes. The reaction was stirred in an ice bath for 30 minutes and then at ambient temperature for 1 hour. The reaction was filtered and the solids ... RXN SMILES: [OH:1][C:2]1[CH:21]=[CH:20][C:5]([CH:6]=[CH:7][C:8]([NH:10][C:11]2[C:12](=[CH:16][CH:17]=[CH:18][CH:19]=2)[C:13]([O-:15])=[O:14])=[O:9])=[CH:4][C:3]=1[O:22][CH3:23].[NH2+]1CCCCC1.Cl>O.CO>[OH:1][C:2]1[CH:21]=[CH:20][C:5]([CH:6]=[CH:7][C:8]([NH:10][C:11]2[C:12](=[CH:16][CH:17]=[CH:18][CH:19]=2)[C:13]([OH:15])=[O:14])=[O:9])=[CH:4][C:3]=1[O:22][CH3:23] |f:0.1|. The yield is 98.5%. The product is OC1=C(C=C(C=CC(=O)NC=2C(C(=O)O)=CC=CC2)C=C1)OC (N-(4-hydroxy-3-methoxycinnamoyl)anthranilic acid). Procedure: A 10 g quantity of piperidinium N-(4-hydroxy-3-methoxycinnamoyl)anthranilate is dissolved in a mixture of 80 ml of water and 60 ml of methyl alcohol with heating, and the resultant solution is added dropwise to 85 ml of diluted hydrochloric acid (5 ml of conc. hydrochloric acid and 80 ml of water) with stirring. The precipitated crystals which form are collected by filtration, washed with water and then dried at 90°-100° C. under reduced pressure for 3 hours to yield N-(4-hydroxy-3-methoxycinnam... Solvent: O (water), CO (methyl alcohol). Starting materials: resultant solution, Cl (hydrochloric acid), OC1=C(C=C(C=CC(=O)NC=2C(C(=O)[O-])=CC=CC2)C=C1)OC.[NH2+]1CCCCC1 (piperidinium N-(4-hydroxy-3-methoxycinnamoyl)anthranilate). Reported procedure: A mixture of 2-acetamido-4-methylthiazole (92 mg), 4-chloro-2-tert.butylpyridine (83 mg), palladium acetate (10.4 mg), tri-tert-butylphosphonium tetrafluoroborate (28.3 mg) and cesium carbonate (319 mg) in DMF under an argon atmosphere is heated for 3 hours at 150° C. The reaction mixture is cooled, filtered through celite, evaporated and purified by normal and then reversed phase chromatography to give the title compound The reagents and catalysts are C(C)(=O)[O-].[Pd+2].C(C)(=O)[O-] (palladium acetate). The solvent is CN(C)C=O (DMF). Conditions: temperature 150 celsius. Reactants: C(C)(=O)NC=1SC=C(N1)C (2-acetamido-4-methylthiazole), ClC1=CC(=NC=C1)C(C)(C)C (4-chloro-2-tert.butylpyridine), F[B-](F)(F)F.C(C)(C)(C)[PH+](C(C)(C)C)C(C)(C)C (tri-tert-butylphosphonium tetrafluoroborate), C([O-])([O-])=O.[Cs+].[Cs+] (cesium carbonate). RXN SMILES: [C:1]([NH:4][C:5]1[S:6][CH:7]=[C:8]([CH3:10])[N:9]=1)(=[O:3])[CH3:2].Cl[C:12]1[CH:17]=[CH:16][N:15]=[C:14]([C:18]([CH3:21])([CH3:20])[CH3:19])[CH:13]=1.F[B-](F)(F)F.C([PH+](C(C)(C)C)C(C)(C)C)(C)(C)C.C(=O)([O-])[O-].[Cs+].[Cs+]>CN(C=O)C.C([O-])(=O)C.[Pd+2].C([O-])(=O)C>[CH3:10][C:8]1[N:9]=[C:5]([NH:4][C:1](=[O:3])[CH3:2])[S:6][C:7]=1[C:12]1[CH:17]=[CH:16][N:15]=[C:14]([C:18]([CH3:21])([CH3:20])[CH3:19])[CH:13]=1 |f:2.3,4.5.6,8.9.10|. Yields the product CC=1N=C(SC1C1=CC(=NC=C1)C(C)(C)C)NC(C)=O (N-[4-methyl-5-(2-tert.butyl-4-pyridyl)-1,3-thiazol-2-yl]acetamide). Starting materials: [H-].[Na+] (sodium hydride), C(C)(C)(C)OC(=O)N1CCC(CC1)CCN1CCN(CC1)C1=CC(=CC=C1)CO (4-{2-[4-(3-hydroxymethylphenyl)piperazin-1-yl]ethyl}piperidine-1-carboxylic acid tert-butyl ester), IC (iodomethane). The solvent is CS(=O)C (dimethyl sulfoxyde). Reaction conditions: time 30 minute. Product: C(C)(C)(C)OC(=O)N1CCC(CC1)CCN1CCN(CC1)C1=CC(=CC=C1)COC (4-{2-[4-(3-methoxymethylphenyl)piperazin-1-yl]ethyl}piperidine-1-carboxylic acid tert-butyl ester). The yield is 71.8%. As a reaction SMILES: [C:1]([O:5][C:6]([N:8]1[CH2:13][CH2:12][CH:11]([CH2:14][CH2:15][N:16]2[CH2:21][CH2:20][N:19]([C:22]3[CH:27]=[CH:26][CH:25]=[C:24]([CH2:28][OH:29])[CH:23]=3)[CH2:18][CH2:17]2)[CH2:10][CH2:9]1)=[O:7])([CH3:4])([CH3:3])[CH3:2].[H-].[Na+].I[CH3:33]>CS(C)=O>[C:1]([O:5][C:6]([N:8]1[CH2:13][CH2:12][CH:11]([CH2:14][CH2:15][N:16]2[CH2:17][CH2:18][N:19]([C:22]3[CH:27]=[CH:26][CH:25]=[C:24]([CH2:28][O:29][CH3:33])[CH:23]=3)[CH2:20][CH2:21]2)[CH2:10][CH2:9]1)=[O:7])([CH3:4])([CH3:2])[CH3:3] |f:1.2|. Procedure details: A solution of 0.4 g (1 mmol) of 4-{2-[4-(3-hydroxymethylphenyl)piperazin-1-yl]ethyl}piperidine-1-carboxylic acid tert-butyl ester in 10 mL of dry dimethyl sulfoxyde is cooled at a temperature close to 5° C. and 40 mg (1 mmol) of sodium hydride (60% suspension) is added. The mixture is stirred for 30 minutes at room temperature then 140 mg (1 mmol) of iodomethane are added and stirring is maintained overnight at room temperature. The mixture is concentrated under reduced pressure. The residue is ... Starting materials: C(C1=CC=CC=C1)OC(=O)N1C[C@H]([C@H](CC1)NC(=O)OC(C)(C)C)O (cis-4-tert-Butoxycarbonylamino-3-hydroxy-piperidine-1-carboxylic acid benzyl ester), ( 10b ). Run in CO (methanol). Run at time 12 hour. Yields the product C(C)(C)(C)OC(N[C@@H]1[C@@H](CNCC1)O)=O (cis-(3-Hydroxy-piperidin-4-yl)-carbamic acid tert-butyl ester). Isolated yield 100.5%. As a reaction SMILES: C(OC([N:11]1[CH2:16][CH2:15][C@H:14]([NH:17][C:18]([O:20][C:21]([CH3:24])([CH3:23])[CH3:22])=[O:19])[C@H:13]([OH:25])[CH2:12]1)=O)C1C=CC=CC=1>CO>[C:21]([O:20][C:18](=[O:19])[NH:17][C@H:14]1[CH2:15][CH2:16][NH:11][CH2:12][C@H:13]1[OH:25])([CH3:24])([CH3:22])[CH3:23]. Procedure details: 10.0 g of cis-4-tert-Butoxycarbonylamino-3-hydroxy-piperidine-1-carboxylic acid benzyl ester slow running Isomer 2 (10b), was dissolved in methanol (350 mL) and was degassed. Pearlman's catalyst (palladium hydroxide on carbon, 20wt % Pd (dry basis), ≦50% water, 500 mg) was added and the mixture was purged with hydrogen and stirring continued under a balloon of hydrogen for 12 hours. The mixture was degassed with argon, filtered through a pad of Celite, and evaporated to dryness to afford 6.2 g (...